This data is from the Open Reaction Database (ORD), a public repository of structured organic reaction records. The task is: describe an organic reaction: reactants, conditions, products, and yield The reactants are ClC1=CC2=C(OCO2)C(=C1)C(C)=O (1-(5-Chlorobenzo[d][1,3]dioxol-7-yl)ethanone), solution, N (ammonia), C(C)O (ethanol), [BH4-].[Na+] (sodium borohydride), resultant mixture. Reagents/catalysts: CC([O-])C.[Ti+4].CC([O-])C.CC([O-])C.CC([O-])C (titanium(IV) isopropoxide). Run at temperature 0 celsius. The product is ClC1=CC2=C(OCO2)C(=C1)C(C)N (1-(5-Chlorobenzo[d][1,3]-dioxol-7-yl)ethanamine). Isolated yield 56.0%. Reaction SMILES: [Cl:1][C:2]1[CH:10]=[C:9]([C:11](=O)[CH3:12])[C:5]2[O:6][CH2:7][O:8][C:4]=2[CH:3]=1.[NH3:14].C(O)C.[BH4-].[Na+]>CC(C)[O-].[Ti+4].CC(C)[O-].CC(C)[O-].CC(C)[O-]>[Cl:1][C:2]1[CH:10]=[C:9]([CH:11]([NH2:14])[CH3:12])[C:5]2[O:6][CH2:7][O:8][C:4]=2[CH:3]=1 |f:3.4,5.6.7.8.9|. Procedure: 1-(5-Chlorobenzo[d][1,3]dioxol-7-yl)ethanone (90.0 mg, 0.45 mmol), titanium(IV) isopropoxide (255 mL, 0.90 mmol) and 2 M solution of ammonia in ethanol (1.10 mL, 2.26 mmol) were stirred at room temperature for 6 h. The reaction was cooled to 0° C. and sodium borohydride was added portionwise during 10 min. (25.5 mg, 0.67 mmol); the resultant mixture was stirred at rt for an additional 3 h. The reaction was quenched by pouring it into ammonium hydroxide (2 M, 10 mL), the precipitate that formed w...